The task is: describe an organic reaction: reactants, conditions, products, and yield. This data is from the Open Reaction Database (ORD), a public repository of structured organic reaction records. The reactants are C(=O)[O-].[NH4+] (ammonium formate), ClC1=C(C=C(C=C1)CCCCN)C=1CCC(NN1)=O (6-[2-chloro-5-(4-aminobutyl)phenyl]-4,5-dihydropyridazin-3(2H)-one). The reagents and catalysts are [C].[Pd] (palladium carbon). Solvent: CO (methanol). Product: NCCCCC=1C=CC=C(C1)C=1CCC(NN1)=O (6-[5-(4-aminobutyl)phenyl]-4,5-dihydropyridazin-3(2H)-one). Yield: 74.1%. RXN SMILES: C([O-])=O.[NH4+].Cl[C:6]1[CH:11]=[CH:10][C:9]([CH2:12][CH2:13][CH2:14][CH2:15][NH2:16])=[CH:8][C:7]=1[C:17]1[CH2:18][CH2:19][C:20](=[O:23])[NH:21][N:22]=1>[C].[Pd].CO>[NH2:16][CH2:15][CH2:14][CH2:13][CH2:12][C:9]1[CH:10]=[CH:11][CH:6]=[C:7]([C:17]2[CH2:18][CH2:19][C:20](=[O:23])[NH:21][N:22]=2)[CH:8]=1 |f:0.1,3.4|. Procedure: 1.0 g of 10% palladium carbon (Pd/C) and 9.0 g of ammonium formate were added to a methanol solution (100 ml) containing 2.0 g of 6-[2-chloro-5-(4-aminobutyl)phenyl]-4,5-dihydropyridazin-3(2H)-one. The resulting suspension was refluxed under heating for 12 hours. The suspension was left to stand for cooling and then filtered, and the filtrate was removed. The residue was purified by silica gel column chromatography (eluent: chloroform-methanol-28% aqueous ammonia (50:10:1)) to obtain 1.3 g of 6-...